From a dataset of the Open Reaction Database (ORD), a public repository of structured organic reaction records. describe an organic reaction: reactants, conditions, products, and yield Starting materials: ClC=1N=C(C2=C(N1)N(C=C2)S(=O)(=O)C2=CC=C(C)C=C2)NC=2C=C1C=NN(C1=CC2)C (2-chloro-N-(1-methyl-1H-indazol-5-yl)-7-tosyl-7H-pyrrolo[2,3-d]pyrimidin-4-amine), NC=1C=C2CCC(NC2=CC1)=O (6-amino-3,4-dihydroquinolin-2(1H)-one), C[Si](C)(C)Cl (TMSCl). Run in C(CCC)O (nBuOH), C(CCC)O (nBuOH). The product is CN1N=CC2=CC(=CC=C12)NC=1C2=C(N=C(N1)NC=1C=C3CCC(NC3=CC1)=O)N(C=C2)S(=O)(=O)C2=CC=C(C)C=C2 (6-(4-(1-methyl-1H-indazol-5-ylamino)-7-tosyl-7H-pyrrolo[2,3-d]pyrimidin-2-ylamino)-3,4-dihydroquinolin-2(1H)-one). Yield: 12.4%. RXN SMILES: Cl[C:2]1[N:3]=[C:4]([NH:21][C:22]2[CH:23]=[C:24]3[C:28](=[CH:29][CH:30]=2)[N:27]([CH3:31])[N:26]=[CH:25]3)[C:5]2[CH:10]=[CH:9][N:8]([S:11]([C:14]3[CH:20]=[CH:19][C:17]([CH3:18])=[CH:16][CH:15]=3)(=[O:13])=[O:12])[C:6]=2[N:7]=1.[NH2:32][C:33]1[CH:34]=[C:35]2[C:40](=[CH:41][CH:42]=1)[NH:39][C:38](=[O:43])[CH2:37][CH2:36]2.C[Si](Cl)(C)C>C(O)CCC>[CH3:31][N:27]1[C:28]2[C:24](=[CH:23][C:22]([NH:21][C:4]3[C:5]4[CH:10]=[CH:9][N:8]([S:11]([C:14]5[CH:20]=[CH:19][C:17]([CH3:18])=[CH:16][CH:15]=5)(=[O:13])=[O:12])[C:6]=4[N:7]=[C:2]([NH:32][C:33]4[CH:34]=[C:35]5[C:40](=[CH:41][CH:42]=4)[NH:39][C:38](=[O:43])[CH2:37][CH2:36]5)[N:3]=3)=[CH:30][CH:29]=2)[CH:25]=[N:26]1. Reported procedure: A mixture of 2-chloro-N-(1-methyl-1H-indazol-5-yl)-7-tosyl-7H-pyrrolo[2,3-d]pyrimidin-4-amine (1158 mg, 0.349 mmol), 6-amino-3,4-dihydroquinolin-2(1H)-one (113 mg, 0.697 mmol) and TMSCl (0.300 mL, 2.37 mmol) in nBuOH (3 mL) was stirred at 135° C. for 44 h. nBuOH was removed in vacuo. The residue was purified by HPLC to give 6-(4-(1-methyl-1H-indazol-5-ylamino)-7-tosyl-7H-pyrrolo[2,3-d]pyrimidin-2-ylamino)-3,4-dihydroquinolin-2(1H)-one (25 mg). Starting materials: FC(C(=O)O)(F)F (trifluoroacetic acid), Cl.COC(CC[C@@H](CF)N)=O ((S)-4-amino-5-fluoropentanoic acid methyl ester, hydrochloride), FC(C(=O)OC(C(F)(F)F)=O)(F)F (trifluoroacetic anhydride). Solvent: C(C)N(CC)CC (triethylamine). Reaction conditions: temperature -10 celsius, time 90 minute. Yields the product FC(C(=O)N[C@@H](CCC(=O)OC)CF)(F)F ((S)-4-(trifluoroacetylamino)-5-fluoropentanoic acid, methyl ester). As a reaction SMILES: [F:1][C:2]([F:7])([F:6])[C:3](O)=[O:4].Cl.[CH3:9][O:10][C:11](=[O:18])[CH2:12][CH2:13][C@H:14]([NH2:17])[CH2:15][F:16].FC(F)(F)C(OC(=O)C(F)(F)F)=O>C(N(CC)CC)C>[F:1][C:2]([F:7])([F:6])[C:3]([NH:17][C@H:14]([CH2:15][F:16])[CH2:13][CH2:12][C:11]([O:10][CH3:9])=[O:18])=[O:4] |f:1.2|. Reported procedure: 0.28 g of triethylamine and 0.96 ml of trifluoroacetic acid were added to 0.28 g of 4, and the mixture was cooled to -10° C. 0.25 ml of trifluoroacetic anhydride was added drop-by-drop. The resulting mixture was allowed to warm to room temperature and stirred for 90 minutes. Volatile materials were evaporated under reduced pressure, and the residue, an oil, was eluted through a column of florisil, using ethyl acetate as eluent. After evaporation of the solvent, the resulting oil was stripped und... Run in C1(=CC=CC=C1)C (toluene). RXN SMILES: [CH3:1][C:2]1[NH:3][C:4]([CH3:24])=[C:5]([C:20]([O:22][CH3:23])=[O:21])[CH:6]([C:11]2[CH:16]=[CH:15][CH:14]=[C:13]([N+:17]([O-:19])=[O:18])[CH:12]=2)[C:7]=1[C:8]([OH:10])=[O:9].[NH:25]1[CH:29]=[CH:28][N:27]=[C:26]1[CH2:30][C:31]1[CH:36]=[CH:35][C:34](/[CH:37]=[CH:38]/[CH:39](O)[CH3:40])=[CH:33][CH:32]=1.C1(N=C=NC2CCCCC2)CCCCC1>C1(C)C=CC=CC=1>[CH3:1][C:2]1[NH:3][C:4]([CH3:24])=[C:5]([C:20]([O:22][CH3:23])=[O:21])[CH:6]([C:11]2[CH:16]=[CH:15][CH:14]=[C:13]([N+:17]([O-:19])=[O:18])[CH:12]=2)[C:7]=1[C:8]([O:10][CH:39](/[CH:38]=[CH:37]/[C:34]1[CH:35]=[CH:36][C:31]([CH2:30][C:26]2[NH:27][CH:28]=[CH:29][N:25]=2)=[CH:32][CH:33]=1)[CH3:40])=[O:9]. Yields the product CC=1NC(=C(C(C1C(=O)OC(C)\C=C\C1=CC=C(C=C1)CC=1NC=CN1)C1=CC(=CC=C1)[N+](=O)[O-])C(=O)OC)C ((E)-4-[4-(1-imidazolylmethyl)phenyl]-3-buten-2-yl methyl 1,4-dihydro-2,6-dimethyl-4-(3-nitrophenyl)pyridine-3,5-dicarboxylate). Reactants: CC=1NC(=C(C(C1C(=O)O)C1=CC(=CC=C1)[N+](=O)[O-])C(=O)OC)C (1,4-dihydro-2,6-dimethyl-5-methoxycarbonyl-4-(3-nitrophenyl)pyridine-3-carboxylic acid), N1C(=NC=C1)CC1=CC=C(C=C1)/C=C/C(C)O ((E)-4-{4-(1-imidazolylmethyl)phenyl)-3-buten-2-ol), C1(CCCCC1)N=C=NC1CCCCC1 (dicyclohexylcarbodiimide), 4-N,N-dimethylaminopyridine. Procedure details: 332 mg (1 mM) of 1,4-dihydro-2,6-dimethyl-5-methoxycarbonyl-4-(3-nitrophenyl)pyridine-3-carboxylic acid together with 228 mg (1 mM) of (E)-4-{4-(1-imidazolylmethyl)phenyl)-3-buten-2-ol, 248 mg (1.2 mM) of dicyclohexylcarbodiimide and 134 mg (1.1 mM) of 4-N,N-dimethylaminopyridine were dissolved in 5 ml of toluene, while heating, and refluxed for six hours. The solution was cooled to room temperature, and the crystals produced were filtered off. The filtrate was washed with water and dried over a...